Dataset: the Open Reaction Database (ORD), a public repository of structured organic reaction records. Task: describe an organic reaction: reactants, conditions, products, and yield The reactants are BrC(C(=O)C1=CC=C(C=C1)F)C (2-bromo-1-(4-fluorophenyl)-1-propanone), FC1=CC=C(C=C1)C1(OCCO1)C1CCNCC1 (2-(4-fluorophenyl)-2-(4-piperidyl)1,3-dioxolane), C([O-])([O-])=O.[K+].[K+] (potassium carbonate). Run in C(C)#N (acetonitrile). Product: FC1=CC=C(C=C1)C1(OCCO1)C1CCN(CC1)C(C(=O)C1=CC=C(C=C1)F)C (2-{4-[2-(4-Fluorophenyl)-1,3-dioxolan-2-yl]-1-piperidyl}-1-(4-fluorophenyl)-1-propanone). RXN SMILES: Br[CH:2]([CH3:12])[C:3]([C:5]1[CH:10]=[CH:9][C:8]([F:11])=[CH:7][CH:6]=1)=[O:4].[F:13][C:14]1[CH:19]=[CH:18][C:17]([C:20]2([CH:25]3[CH2:30][CH2:29][NH:28][CH2:27][CH2:26]3)[O:24][CH2:23][CH2:22][O:21]2)=[CH:16][CH:15]=1.C(=O)([O-])[O-].[K+].[K+]>C(#N)C>[F:13][C:14]1[CH:19]=[CH:18][C:17]([C:20]2([CH:25]3[CH2:30][CH2:29][N:28]([CH:2]([CH3:12])[C:3]([C:5]4[CH:10]=[CH:9][C:8]([F:11])=[CH:7][CH:6]=4)=[O:4])[CH2:27][CH2:26]3)[O:24][CH2:23][CH2:22][O:21]2)=[CH:16][CH:15]=1 |f:2.3.4|. Reported procedure: The reaction is performed under the conditions of Example 4a, starting with 9.24 g (0.04 mole) of 2-bromo-1-(4-fluorophenyl)-1-propanone, 10.05 g (0.04 mole) of 2-(4-fluorophenyl)-2-(4-piperidyl)1,3-dioxolane and 5.56 g of potassium carbonate in 150 ml of acetonitrile. The reactants are O=C(CBr)c1ccsc1, O=C(OC1CN2CCC1CC2)C(NCc1ccccc1)c1ccccc1, CCOC(C)=O, CC#N. Product: [Br-], O=C(C[N+]12CCC(CC1)C(OC(=O)C(NCc1ccccc1)c1ccccc1)C2)c1ccsc1. RXN SMILES: [Br:27][CH2:28][C:29](=[O:30])[c:31]1[cH:32][s:33][cH:34][cH:35]1.[CH2:1]([c:2]1[cH:3][cH:4][cH:5][cH:6][cH:7]1)[NH:8][CH:9]([C:10](=[O:11])[O:12][CH:13]1[CH2:14][N:15]2[CH2:16][CH2:17][CH:18]1[CH2:19][CH2:20]2)[c:21]1[cH:22][cH:23][cH:24][cH:25][cH:26]1.[CH3:36][CH2:37][O:38][C:39](=[O:40])[CH3:41].[CH3:42][C:43]#[N:44]>>[Br-:27].[CH2:1]([c:2]1[cH:3][cH:4][cH:5][cH:6][cH:7]1)[NH:8][CH:9]([C:10](=[O:11])[O:12][CH:13]1[CH2:14][N+:15]2([CH2:28][C:29](=[O:30])[c:31]3[cH:32][s:33][cH:34][cH:35]3)[CH2:16][CH2:17][CH:18]1[CH2:19][CH2:20]2)[c:21]1[cH:22][cH:23][cH:24][cH:25][cH:26]1.